Dataset: the Open Reaction Database (ORD), a public repository of structured organic reaction records. Task: describe an organic reaction: reactants, conditions, products, and yield Reactants: [CH3], CO, Cc1cc(O[Si](C)(C)C)ccc1C(=O)[O-], Cl, [Li+], [OH-], O. The product is Cc1cc(O)ccc1C(=O)O. RXN SMILES: [CH3:1].[CH3:20][OH:21].[CH3:2][c:3]1[c:4]([C:5](=[O:6])[O-:7])[cH:8][cH:9][c:10]([O:12][Si:13]([CH3:14])([CH3:15])[CH3:16])[cH:11]1.[ClH:19].[Li+:18].[OH-:17].[OH2:22]>>[CH3:2][c:3]1[c:4]([C:5](=[O:6])[OH:7])[cH:8][cH:9][c:10]([OH:12])[cH:11]1. Reactants: C(C)C1C(CC(C(C(OC(C2CCCCN2C(C(C2(C(CC(C(C(CC(CC(=C1)C)C)OC)O2)OC)C)O)=O)=O)=O)C(=CC2CC(C(CC2)O[Si](C)(C)C(C)(C)C)OC)C)C)O[Si](C)(C)C(C)(C)C)=O (17-Ethyl-1-hydroxy-14-(tert-butyldimethylsiloxy)-12-[2'(4"-(tert-butyldimethylsiloxy)-3"-methoxycyclohexyl)-1'-methylvinyl]-23,25-dimethoxy-13,19,21,27-tetramethyl-11,28-dioxa-4-azatricyclo[22.3.1.04,9 ]octacos-18-ene-2,3,10,16-tetraone), C1(=CC=C(C=C1)S(=O)(=O)O)C (p-toluenesulfonic acid). Run in C(Cl)Cl (methylene chloride), CO (methanol). Conditions: time 10 minute. The product is C(C)C1C(CC(C(C(OC(C2CCCCN2C(C(C2(C(CC(C(C(CC(CC(=C1)C)C)OC)O2)OC)C)O)=O)=O)=O)C(=CC2CC(C(CC2)O)OC)C)C)O[Si](C)(C)C(C)(C)C)=O (17-Ethyl-1-hydroxy-14-(tert-butyldimethylsiloxy)-12-[2'-(4"-hydroxy-3"-methoxycyclohexyl)-1'-methylvinyl]-23,25-dimethoxy-13,19,21,27-tetramethyl-11,28-dioxa-4-azatricyclo[22.3.1.04,9 ]octacos-18-ene-2,3,10,16-tetraone). The yield is 99.8%. Reaction SMILES: [CH2:1]([CH:3]1[CH:29]=[C:28]([CH3:30])[CH2:27][CH:26]([CH3:31])[CH2:25][CH:24]([O:32][CH3:33])[CH:23]2[O:34][C:19]([OH:38])([CH:20]([CH3:37])[CH2:21][CH:22]2[O:35][CH3:36])[C:18](=[O:39])[C:17](=[O:40])[N:16]2[CH:11]([CH2:12][CH2:13][CH2:14][CH2:15]2)[C:10](=[O:41])[O:9][CH:8]([C:42]([CH3:60])=[CH:43][CH:44]2[CH2:49][CH2:48][CH:47]([O:50][Si](C(C)(C)C)(C)C)[CH:46]([O:58][CH3:59])[CH2:45]2)[CH:7]([CH3:61])[CH:6]([O:62][Si:63]([C:66]([CH3:69])([CH3:68])[CH3:67])([CH3:65])[CH3:64])[CH2:5][C:4]1=[O:70])[CH3:2].C1(C)C=CC(S(O)(=O)=O)=CC=1>C(Cl)Cl.CO>[CH2:1]([CH:3]1[CH:29]=[C:28]([CH3:30])[CH2:27][CH:26]([CH3:31])[CH2:25][CH:24]([O:32][CH3:33])[CH:23]2[O:34][C:19]([OH:38])([CH:20]([CH3:37])[CH2:21][CH:22]2[O:35][CH3:36])[C:18](=[O:39])[C:17](=[O:40])[N:16]2[CH:11]([CH2:12][CH2:13][CH2:14][CH2:15]2)[C:10](=[O:41])[O:9][CH:8]([C:42]([CH3:60])=[CH:43][CH:44]2[CH2:49][CH2:48][CH:47]([OH:50])[CH:46]([O:58][CH3:59])[CH2:45]2)[CH:7]([CH3:61])[CH:6]([O:62][Si:63]([C:66]([CH3:67])([CH3:68])[CH3:69])([CH3:65])[CH3:64])[CH2:5][C:4]1=[O:70])[CH3:2]. Procedure: To a solution of 17-ethyl-1-hydroxy-14-(tert-butyldimethylsiloxy)-12-[2'-(4"-(tert-butyldimethylsiloxy)-3"-methoxycyclohexyl)-1'-methylvinyl]-23,25-dimethoxy-13,19,21,27-tetramethyl-11,28-dioxa-4-azatricyclo[22.3.1.04,9]octacos-18-ene-2,3,10,16-tetraone (2.37 g) (STEP 11A) in dry methylene chloride (25 ml) was added a solution of 10% p-toluenesulfonic acid in methanol (25 ml), and the mixture was stirred at room temperature. After 10 minutes, the mixture was cooled to 0° C. and quenched with sat... Reactants: NC1=NC=2C=C(C=CC2C2=C1N=C(N2CC(C)(O)C)COC)CCS(=O)(=O)C (1-{4-amino-2-(methoxymethyl)-7-[2-(methylsulfonyl)ethyl]-1H-imidazo[4,5-c]quinolin-1-yl}-2-methylpropan-2-ol). Solvent: ClCCl (dichloromethane). Conditions: time 18 hour. Product: NC1=NC=2C=C(C=CC2C2=C1N=C(N2CC(C)(O)C)CO)CCS(=O)(=O)C (1-{4-amino-2-(hydroxymethyl)-7-[2-(methylsulfonyl)ethyl]-1H-imidazo[4,5-c]quinolin-1-yl}-2-methylpropan-2-ol). Yield: 38.2%. As a reaction SMILES: [NH2:1][C:2]1[C:11]2[N:12]=[C:13]([CH2:20][O:21]C)[N:14]([CH2:15][C:16]([CH3:19])([OH:18])[CH3:17])[C:10]=2[C:9]2[CH:8]=[CH:7][C:6]([CH2:23][CH2:24][S:25]([CH3:28])(=[O:27])=[O:26])=[CH:5][C:4]=2[N:3]=1>ClCCl>[NH2:1][C:2]1[C:11]2[N:12]=[C:13]([CH2:20][OH:21])[N:14]([CH2:15][C:16]([CH3:19])([OH:18])[CH3:17])[C:10]=2[C:9]2[CH:8]=[CH:7][C:6]([CH2:23][CH2:24][S:25]([CH3:28])(=[O:27])=[O:26])=[CH:5][C:4]=2[N:3]=1. Reported procedure: A stirring solution of 1-{4-amino-2-(methoxymethyl)-7-[2-(methylsulfonyl)ethyl]-1H-imidazo[4,5-c]quinolin-1-yl}-2-methylpropan-2-ol (340 mg, 0.84 mmol) in dichloromethane (40 mL) was sealed with a septum and purged with nitrogen gas. The solution was cooled in an ice/water bath and a 1.0 M solution of boron tribromide in dichloromethane (4.2 mL) was added via syringe. The resulting mixture was stirred for 18 hours while warming to ambient temperature. The mixture was cooled back to 0° C. in an i... Starting materials: NC=1C(NC(N(C1N)CC(C)C)=S)=O (5,6-Diamino-1-isobutyl-2-thioxo-2,3-dihydro-1H-pyrimidin-4-one), C(=O)O (formic acid). Reaction conditions: temperature 100 celsius, time 0.5 hour. Yields the product C(C(C)C)N1C(NC(C=2NC=NC12)=O)=S (3-Isobutyl-2-thioxanthine). Reaction SMILES: [NH2:1][C:2]1[C:3](=[O:14])[NH:4][C:5](=[S:13])[N:6]([CH2:9][CH:10]([CH3:12])[CH3:11])[C:7]=1[NH2:8].[CH:15](O)=O>>[CH2:9]([N:6]1[C:7]2[N:8]=[CH:15][NH:1][C:2]=2[C:3](=[O:14])[NH:4][C:5]1=[S:13])[CH:10]([CH3:11])[CH3:12]. Procedure details: 5,6-Diamino-1-isobutyl-2-thioxo-2,3-dihydro-1H-pyrimidin-4-one (0.22 g, 1.0 mmol) was suspended in formic acid (1.5 mL) and this solution was heated at 100° C. for 1 h. Excess formic acid was evaporated off under reduced pressure. 10% Sodium hydroxide (1.5 mL) was added to the orange solid and the resulting solution was heated at 100° C. for 15 minutes. Water was added and the pH of the solution adjusted to pH 4 with dilute acetic acid. The resulting slurry was stirred for 0.5 h at ambient tempe... Reactants: COC(=O)C=1C(=NC2=C(C=CC=C2C1C1=CC=CC=C1)CC)Cl (2-Chloro-8-ethyl-4-phenyl-quinoline-3-carboxylic acid methyl ester), CNC (dimethylamine). Procedure: The title compound was prepared in analogy to example 43 step E from 2-chloro-8-ethyl-4-phenyl-quinoline-3-carboxylic acid methyl ester (prepared as described in example 43 step D) and dimethylamine (40% in water). Yellow solid. MS (ESI): 321.2 (M+H)+. The product is CN(C1=NC2=C(C=CC=C2C(=C1C(=O)O)C1=CC=CC=C1)CC)C (2-Dimethylamino-8-ethyl-4-phenyl-quinoline-3-carboxylic acid). RXN SMILES: C[O:2][C:3]([C:5]1[C:6](Cl)=[N:7][C:8]2[C:13]([C:14]=1[C:15]1[CH:20]=[CH:19][CH:18]=[CH:17][CH:16]=1)=[CH:12][CH:11]=[CH:10][C:9]=2[CH2:21][CH3:22])=[O:4].[CH3:24][NH:25][CH3:26]>>[CH3:24][N:25]([CH3:26])[C:6]1[C:5]([C:3]([OH:2])=[O:4])=[C:14]([C:15]2[CH:20]=[CH:19][CH:18]=[CH:17][CH:16]=2)[C:13]2[C:8](=[C:9]([CH2:21][CH3:22])[CH:10]=[CH:11][CH:12]=2)[N:7]=1. Starting materials: Cl (HCl), C1(CC1)C1=CC(=NN1C1=CC=C(C=N1)NC(=O)C1=C(N=CS1)C)C(F)(F)F (N-{6-[5-cyclopropyl-3-(trifluoromethyl)-1H-pyrazol-1-yl]pyridin-3-yl}-4-methylthiazole-5-carboxamide), CC=1N=CSC1C(=O)Cl (4-methylthiazole-5-carbonyl chloride), intermediate 36. Solvent: C(C)OCC (diethyl ether), C1CCOC1 (THF). Reaction conditions: time 15 minute. The product is Cl.C1(CC1)C1=CC(=NN1C1=CC=C(C=N1)NC(=O)C1=C(N=CS1)C)C(F)(F)F (N-{6-[5-cyclopropyl-3-(trifluoromethyl)-1H-pyrazol-1-yl]pyridin-3-yl}-4-methylthiazole-5-carboxamide hydrochloride). The yield is 140.3%. Reaction SMILES: [CH:1]1([C:4]2[N:8]([C:9]3[N:14]=[CH:13][C:12]([NH:15][C:16]([C:18]4[S:22][CH:21]=[N:20][C:19]=4[CH3:23])=[O:17])=[CH:11][CH:10]=3)[N:7]=[C:6]([C:24]([F:27])([F:26])[F:25])[CH:5]=2)[CH2:3][CH2:2]1.CC1N=CSC=1C([Cl:36])=O.Cl>C1COCC1.C(OCC)C>[ClH:36].[CH:1]1([C:4]2[N:8]([C:9]3[N:14]=[CH:13][C:12]([NH:15][C:16]([C:18]4[S:22][CH:21]=[N:20][C:19]=4[CH3:23])=[O:17])=[CH:11][CH:10]=3)[N:7]=[C:6]([C:24]([F:26])([F:27])[F:25])[CH:5]=2)[CH2:3][CH2:2]1 |f:5.6|. Procedure details: Following the general procedure-2, N-{6-[5-cyclopropyl-3-(trifluoromethyl)-1H-pyrazol-1-yl]pyridin-3-yl}-4-methylthiazole-5-carboxamide (45 mg) was prepared from 4-methylthiazole-5-carbonyl chloride (132 mg, 0.82 mmol) and intermediate 36 (200 mg, 0.75 mmol) as a white solid and dissolved in THF. Saturated HCl in diethyl ether was added to this solution at 0° C. and stirred for 15 min Solid that separated out was filtered and dried to give the title compound (69 mg) as a pale-yellow solid. M.P. ... The reactants are CC(=O)O, Cl[Cu], Cl, O=N[O-], COc1cc(N)ccc1C(C)=O, [Na+], O. Yields the product COc1cc(Cl)ccc1C(C)=O. As a reaction SMILES: [CH3:21][C:22](=[O:23])[OH:24].[Cl:18][Cu:19].[ClH:13].[N:14]([O-:15])=[O:16].[NH2:1][c:2]1[cH:3][c:4]([O:11][CH3:12])[c:5]([C:8]([CH3:9])=[O:10])[cH:6][cH:7]1.[Na+:17].[OH2:20]>>[c:2]1([Cl:13])[cH:3][c:4]([O:11][CH3:12])[c:5]([C:8]([CH3:9])=[O:10])[cH:6][cH:7]1. Reactants: NC(CC1CC1)=C1C(OC(OC1=O)(C)C)=O (5-(1-Amino-2-cyclopropyl-ethylidene)-2,2-dimethyl-[1,3]dioxane-4,6-dione), [Na] (sodium), [Cl-].[Na+].O (brine). Run in ClCCl (dichloromethane), C(C)O (ethanol). The product is C(C)OC(C=C(CC1CC1)N)=O (3-Amino-4-cyclopropyl-but-2-enoic acid ethyl ester). Isolated yield 70.0%. As a reaction SMILES: [NH2:1][C:2](=[C:7]1C(=O)O[C:10](C)([CH3:14])[O:9][C:8]1=[O:16])[CH2:3][CH:4]1[CH2:6][CH2:5]1.[Na].[Cl-].[Na+].O>C(O)C.ClCCl>[CH2:10]([O:9][C:8](=[O:16])[CH:7]=[C:2]([NH2:1])[CH2:3][CH:4]1[CH2:5][CH2:6]1)[CH3:14] |f:2.3.4,^1:16|. Procedure: 5-(1-Amino-2-cyclopropyl-ethylidene)-2,2-dimethyl-[1,3]dioxane-4,6-dione (397 mg, 2 mmol) was added to a solution of sodium (45 mg, 2 mmol) in ethanol (3 ml). The reaction mixture was heated under reflux for 14 h, diluted with dichloromethane and poured onto ice water/brine 1/1. The organic layer was dried over sodium sulfate and the solvent removed under reduced pressure to give 231 mg (1.4 mmol, 77%) of the title compound as orange oil. Starting materials: NCCOCCOCCOCCNS(=O)(=O)C1=CC(=CC=C1)C1CN(CC2=C(C=C(C=C12)Cl)Cl)C (N-(2-(2-(2-(2-aminoethoxy)ethoxy)ethoxy)ethyl)-3-(6,8-dichloro-2-methyl-1,2,3,4-tetrahydroisoquinolin-4-yl)benzenesulfonamide), NCCOCCOCCOCCNS(=O)(=O)C1=CC(=CC=C1)C1CN(CC2=C(C=C(C=C12)Cl)Cl)C (N-(2-(2-(2-(2-aminoethoxy)ethoxy)ethoxy)ethyl)-3-(6,8-dichloro-2-methyl-1,2,3,4-tetrahydroisoquinolin-4-yl)benzenesulfonamide), CCN(C(C)C)C(C)C (DIEA), C(CCCCCCC(=O)ON1C(CCC1=O)=O)(=O)ON1C(CCC1=O)=O (bis(2,5-dioxopyrrolidin-1-yl) octanedioate), NCCOCCOCCOCCNS(=O)(=O)C1=CC(=CC=C1)C1CN(CC2=C(C=C(C=C12)Cl)Cl)C (N-(2-(2-(2-(2-aminoethoxy)ethoxy)ethoxy)ethyl)-3-(6,8-dichloro-2-methyl-1,2,3,4-tetrahydroisoquinolin-4-yl)benzenesulfonamide). Solvent: CN(C)C=O (DMF). Product: ClC=1C=C2C(CN(CC2=C(C1)Cl)C)C=1C=C(C=CC1)S(=O)(=O)NCCOCCOCCOCCNC(CCCCCCC(=O)NCCOCCOCCOCCNS(=O)(=O)C1=CC(=CC=C1)C1CN(CC2=C(C=C(C=C12)Cl)Cl)C)=O (N1,N8-bis(2-(2-(2-(2-(3-(6,8-dichloro-2-methyl-1,2,3,4-tetrahydroisoquinolin-4-yl)phenylsulfonamido)ethoxy)ethoxy)ethoxy)ethyl)octanediamide). The yield is 28.3%. RXN SMILES: [NH2:1][CH2:2][CH2:3][O:4][CH2:5][CH2:6][O:7][CH2:8][CH2:9][O:10][CH2:11][CH2:12][NH:13][S:14]([C:17]1[CH:22]=[CH:21][CH:20]=[C:19]([CH:23]2[C:32]3[C:27](=[C:28]([Cl:34])[CH:29]=[C:30]([Cl:33])[CH:31]=3)[CH2:26][N:25]([CH3:35])[CH2:24]2)[CH:18]=1)(=[O:16])=[O:15].C[CH2:37][N:38]([CH:42]([CH3:44])C)[CH:39]([CH3:41])C.[C:45]([O:63]N1C(=O)CCC1=O)(=O)[CH2:46][CH2:47][CH2:48][CH2:49][CH2:50][CH2:51][C:52]([O:54]N1C(=O)CCC1=O)=O>CN(C=O)C>[Cl:33][C:30]1[CH:31]=[C:32]2[C:27](=[C:28]([Cl:34])[CH:29]=1)[CH2:26][N:25]([CH3:35])[CH2:24][CH:23]2[C:19]1[CH:18]=[C:17]([S:14]([NH:13][CH2:12][CH2:11][O:10][CH2:9][CH2:8][O:7][CH2:6][CH2:5][O:4][CH2:3][CH2:2][NH:1][C:52](=[O:54])[CH2:51][CH2:50][CH2:49][CH2:48][CH2:47][CH2:46][C:45]([NH:1][CH2:2][CH2:3][O:4][CH2:5][CH2:6][O:7][CH2:8][CH2:9][O:10][CH2:11][CH2:12][NH:13][S:14]([C:17]2[CH:22]=[CH:21][CH:20]=[C:19]([CH:44]3[C:32]4[C:41](=[C:28]([Cl:34])[CH:29]=[C:30]([Cl:33])[CH:31]=4)[CH2:39][N:38]([CH3:37])[CH2:42]3)[CH:18]=2)(=[O:16])=[O:15])=[O:63])(=[O:16])=[O:15])[CH:22]=[CH:21][CH:20]=1. Procedure details: To a solution of N-(2-(2-(2-(2-aminoethoxy)ethoxy)ethoxy)ethyl)-3-(6,8-dichloro-2-methyl-1,2,3,4-tetrahydroisoquinolin-4-yl)benzenesulfonamide (compound 28) (54.5 mg, 0.1 mmol) in DMF (0.20 mL) was added DIEA (15.5 mg, 0.12 mmol) and bis(2,5-dioxopyrrolidin-1-yl) octanedioate (18.4 mg, 0.05 mmol). The reaction was stirred at room temperature for 3 hours at which point an additional 0.03 mmol of compound 28 was added. After a further hour the solvent was removed and the resulting residue dissolve...